Dataset: the Open Reaction Database (ORD), a public repository of structured organic reaction records. Task: describe an organic reaction: reactants, conditions, products, and yield The reactants are CCOC(=O)C(Cc1cc(C)ccc1F)NC(=O)OC(C)(C)C, C1CCOC1, CO, Cl, [Li+], [OH-], O. Yields the product Cc1ccc(F)c(CC(NC(=O)OC(C)(C)C)C(=O)O)c1. Reaction SMILES: [CH2:1]([CH3:2])[O:3][C:4]([CH:5]([CH2:6][c:7]1[c:8]([F:14])[cH:9][cH:10][c:11]([CH3:13])[cH:12]1)[NH:15][C:16](=[O:17])[O:18][C:19]([CH3:20])([CH3:21])[CH3:22])=[O:23].[CH2:27]1[O:28][CH2:29][CH2:30][CH2:31]1.[CH3:32][OH:33].[ClH:26].[Li+:24].[OH-:25].[OH2:34]>>[O:3]=[C:4]([CH:5]([CH2:6][c:7]1[c:8]([F:14])[cH:9][cH:10][c:11]([CH3:13])[cH:12]1)[NH:15][C:16](=[O:17])[O:18][C:19]([CH3:20])([CH3:21])[CH3:22])[OH:23]. The reactants are ClC1=CC=C(C=C1)C1(OC1)C(=O)OC (Methyl 2-(4-chlorophenyl)oxirane-2-carboxylate), C(C)(C)N (isopropylamine), CC(C)(C)OC(=O)OC(=O)OC(C)(C)C ((Boc)2O). Solvent: C(C)O (ethanol). Run at temperature 90 celsius, time 48 hour. The product is ClC1=CC=C(C=C1)C(C(=O)O)(C)O (2-(4-chlorophenyl)-2-hydroxypropanoic acid). Reaction SMILES: [Cl:1][C:2]1[CH:7]=[CH:6][C:5]([C:8]2([C:11]([O:13]C)=[O:12])[CH2:10][O:9]2)=[CH:4][CH:3]=1.C(N)(C)C.CC(OC(OC(OC(C)(C)C)=O)=O)(C)C>C(O)C>[Cl:1][C:2]1[CH:3]=[CH:4][C:5]([C:8]([OH:9])([CH3:10])[C:11]([OH:13])=[O:12])=[CH:6][CH:7]=1. Procedure: MCPBA (35 g, 77%, 156 mmol) was added to a solution of methyl 2-(4-chlorophenyl)-acrylate (20 g, 102 mmol) in CHCl3 (200 mL). The mixture was refluxed for 24 hours. The reaction was cooled to room temperature, diluted with chloroform (200 mL) and washed with 10% Na2S2O3, 10% NaHCO3 and water. The organic phase was dried and concentrated. The residue was subject to column chromatography, eluted by hexane/ethyl acetate (9:1) to give methyl 2-(4-chlorophenyl)oxirane-2-carboxylate. Methyl 2-(4-chlor...